Dataset: the Open Reaction Database (ORD), a public repository of structured organic reaction records. Task: describe an organic reaction: reactants, conditions, products, and yield The reactants are FC1=CC2=C(C(=NO2)C2CCNCC2)C=C1 (6-fluoro-3-(4-piperidinyl)-1,2-benzisoxazole), C(=O)([O-])[O-].[K+].[K+] (K2CO3), ClCCCOC1=C2C=CNC2=CC=C1 (4-(3-chloropropoxy)indole), C(=O)([O-])[O-].[K+].[K+] (K2CO3). Solvent: O (H2O). Run at time 68 hour. Yields the product FC1=CC2=C(C(=NO2)C2CCN(CC2)CCCOC2=C3C=CNC3=CC=C2)C=C1 (6-Fluoro-3-[1-[3-[(1-H-indol-4-yl)oxy]propyl]-4-piperidinyl]-1,2-benzisoxazole). The yield is 103.5%. As a reaction SMILES: [F:1][C:2]1[CH:16]=[CH:15][C:5]2[C:6]([CH:9]3[CH2:14][CH2:13][NH:12][CH2:11][CH2:10]3)=[N:7][O:8][C:4]=2[CH:3]=1.C([O-])([O-])=O.[K+].[K+].Cl[CH2:24][CH2:25][CH2:26][O:27][C:28]1[CH:36]=[CH:35][CH:34]=[C:33]2[C:29]=1[CH:30]=[CH:31][NH:32]2>O>[F:1][C:2]1[CH:16]=[CH:15][C:5]2[C:6]([CH:9]3[CH2:10][CH2:11][N:12]([CH2:24][CH2:25][CH2:26][O:27][C:28]4[CH:36]=[CH:35][CH:34]=[C:33]5[C:29]=4[CH:30]=[CH:31][NH:32]5)[CH2:13][CH2:14]3)=[N:7][O:8][C:4]=2[CH:3]=1 |f:1.2.3|. Procedure: A mixture of 6-fluoro-3-(4-piperidinyl)-1,2-benzisoxazole (3.5 g, 16 mmol), K2CO3 (2.2 g, 16 mmol), KI (200 mg), 4-(3-chloropropoxy)indole (3.0 g, 14 mmol) CH3CN (100 ml) was stirred at reflux under N2 for 7 hours and then at ambient temperature for 68 hours. Reflux was resumed for an additional 6 hours whereupon a TLC revealed incomplete reaction. K2CO3 (0.5 g, 4 mmol) was added and the reaction was stirred at reflux for 17 hours. The cooled reaction was poured into H2O and the aqueous mixture ... Reactants: 1198.5, aqueous solution, CN1CCN(CC1)C (1,4-dimethylpiperazine), Cl (hydrochloric acid). The product is Cl.Cl.CN1CCN(CC1)C (1,4-dimethylpiperazine dihydrochloride). Reaction SMILES: [CH3:1][N:2]1[CH2:7][CH2:6][N:5]([CH3:8])[CH2:4][CH2:3]1.[ClH:9]>>[ClH:9].[ClH:9].[CH3:1][N:2]1[CH2:7][CH2:6][N:5]([CH3:8])[CH2:4][CH2:3]1 |f:2.3.4|. Reported procedure: A 5000 mL four-neck round-bottom flask equipped with a reflux condenser, mechanical stirrer, thermometer and a dropping funnel was charged with 1198.5 (5.0 moles) of a 47.6 percent aqueous solution of 1,4-dimethylpiperazine. The solution was cooled by means of an ice-water bath and 985.5 g (10.0 moles) of 37 percent hydrochloric acid was added at such a rate as to keep the temperature below 45° C. To the well-agitated 1,4-dimethylpiperazine dihydrochloride solution so obtained, 925.2 g (10.0 mol... The reactants are ii, C(CCCCCC)O (heptanol), CC=1C=C(C=C(C1)C)I (3,5-dimethyliodobenzene), CC1=C2C=CC=NC2=C2N=CC=CC2=C1 (5-methyl-1,10-phenanthroline), C(=O)([O-])[O-].[Cs+].[Cs+] (Cs2CO3), CCCCCCCCCCCC (Dodecane). The reagents and catalysts are [Cu]I (CuI). The solvent is C1(=CC=CC=C1)C (toluene). Reaction conditions: temperature 70 celsius. The product is C(CCCCCC)OC1=CC(=CC(=C1)C)C (1-heptoxy-3,5-dimethylbenzene). The yield is 68.0%. RXN SMILES: [CH2:1]([OH:8])[CH2:2][CH2:3][CH2:4][CH2:5][CH2:6][CH3:7].[CH3:9][C:10]1[CH:11]=[C:12](I)[CH:13]=[C:14]([CH3:16])[CH:15]=1.CC1C=C2C(N=CC=C2)=C2C=1C=CC=N2.C([O-])([O-])=O.[Cs+].[Cs+].CCCCCCCCCCCC>[Cu]I.C1(C)C=CC=CC=1>[CH2:1]([O:8][C:12]1[CH:13]=[C:14]([CH3:16])[CH:15]=[C:10]([CH3:9])[CH:11]=1)[CH2:2][CH2:3][CH2:4][CH2:5][CH2:6][CH3:7] |f:3.4.5|. Reported procedure: A screw cap test tube was charged with ii-heptanol (283 μl, 2.00 mmol), 3,5-dimethyliodobenzene (144 μL, 1.00 mmol), CuI (19.0 mg, 0.100 mmol), 5-methyl-1,10-phenanthroline (38.8 mg, 0.200 mmol), Cs2CO3 (977 mg, 3.00 mmol) and toluene (0.5 mL). The test tube was sealed with a screw cap. The reaction mixture was stirred magnetically and heated at 70° C. for 23 hours. The reaction mixture was allowed to reach room temperature. Dodecane (227 μL, 1.00 mmol; internal standard) was added and a GC samp... Starting materials: C(C)(C)NC1=NC(=NC=C1C#N)SC (4-(isopropylamino)-2-(methylthio)-5-pyrimidinecarbonitrile), [H-].[H-].[H-].[H-].[Li+].[Al+3] (LAH), S(=O)(=O)([O-])[O-].[NH4+].[NH4+] (ammonium sulfate). Solvent: O1CCCC1 (tetrahydrofuran), O1CCCC1 (tetrahydrofuran). Run at time 15 minute. Yields the product NCC=1C(=NC(=NC1)SC)NC(C)C (5-(Aminomethyl)-4-(isopropylamino)-2-(methylthio)pyrimidine). The yield is 81.7%. RXN SMILES: [H-].[H-].[H-].[H-].[Li+].[Al+3].[CH:7]([NH:10][C:11]1[C:16]([C:17]#[N:18])=[CH:15][N:14]=[C:13]([S:19][CH3:20])[N:12]=1)([CH3:9])[CH3:8].S([O-])([O-])(=O)=O.[NH4+].[NH4+]>O1CCCC1>[NH2:18][CH2:17][C:16]1[C:11]([NH:10][CH:7]([CH3:9])[CH3:8])=[N:12][C:13]([S:19][CH3:20])=[N:14][CH:15]=1 |f:0.1.2.3.4.5,7.8.9|. Reported procedure: To a stirred 0° C. suspension of 5.9 g (156.3 mmol) of LAH in 200 mL of tetrahydrofuran is added dropwise a solution of 15.5 g (74.4 mmol) of 4-(isopropylamino)-2-(methylthio)-5-pyrimidinecarbonitrile in 500 mL of tetrahydrofuran. The reaction is allowed to warm slowly to room temperature overnight. The mixture is recooled to 0° C., and treated with a saturated solution of ammonium sulfate until there is no more effervescence. After stirring for another 15 minutes, the gray solids are filtered a... Starting materials: Nc1cc(NCc2ccccc2)ncc1F, CO, Cl. Product: Cl, Nc1cc(N)c(F)cn1. RXN SMILES: [CH2:2]([c:3]1[cH:4][cH:5][cH:6][cH:7][cH:8]1)[NH:9][c:10]1[n:11][cH:12][c:13]([F:17])[c:14]([NH2:16])[cH:15]1.[CH3:18][OH:19].[ClH:1]>>[ClH:1].[NH2:9][c:10]1[n:11][cH:12][c:13]([F:17])[c:14]([NH2:16])[cH:15]1. RXN SMILES: [F:1][C:2]1[CH:3]=[C:4]2[C:9](=[CH:10][C:11]=1[F:12])[NH:8][CH2:7][CH2:6][CH2:5]2.[Cl:13][C:14]1[CH:38]=[CH:37][C:36]([Cl:39])=[CH:35][C:15]=1[O:16][C:17]1[CH:22]=[CH:21][N:20]=[CH:19][C:18]=1[C:23](N1C2C(=CC=CC=2)CCC1)=[O:24]>>[Cl:13][C:14]1[CH:38]=[CH:37][C:36]([Cl:39])=[CH:35][C:15]=1[O:16][C:17]1[CH:22]=[CH:21][N:20]=[CH:19][C:18]=1[C:23]([N:8]1[C:9]2[C:4](=[CH:3][C:2]([F:1])=[C:11]([F:12])[CH:10]=2)[CH2:5][CH2:6][CH2:7]1)=[O:24]. The product is ClC1=C(OC2=C(C=NC=C2)C(=O)N2CCCC3=CC(=C(C=C23)F)F)C=C(C=C1)Cl ([4-(2,5-Dichloro-phenoxy)-pyridin-3-yl]-(6,7-difluoro-3,4-dihydro-2H-quinolin-1-yl)-methanone). Reactants: FC=1C=C2CCCNC2=CC1F (6,7-difluoro-1,2,3,4-tetrahydro-quinoline), ClC1=C(OC2=C(C=NC=C2)C(=O)N2CCCC3=CC=CC=C23)C=C(C=C1)Cl ([4-(2,5-Dichloro-phenoxy)-pyridin-3-yl]-(3,4-dihydro-2H-quinolin-1-yl)-methanone), brown gum. Procedure details: The title compound was prepared in analogy to Example 1, from 6,7-difluoro-1,2,3,4-tetrahydro-quinoline (commercially available; CAS RN 953717-64-1) and 4-(2,5-dichloro-phenoxy)-nicotinic acid (Example 1, intermediate). Light brown gum (28%). MS (ESI): m/z=435.04 [M+H]+. Starting materials: FC1=CC=C(CN(C2=NC=CC=C2)CCN(CCCCCCCN)C)C=C1 (N-[2-[N-(4-fluorobenzyl)-N-(2-pyridyl)amino]ethyl]-N-methyl-1,7-heptanediamine), C(#N)NC(OC1=CC=CC=C1)=NCCCOC1=CC(=CC=C1)CN1CCCCC1 (N-cyano-O-phenyl-N'-[3-[3-(piperidinomethyl)phenoxy]propyl]isourea). Yields the product C(#N)NC(=NCCCOC1=CC(=CC=C1)CN1CCCCC1)NCCCCCCCN(C)CCN(C1=NC=CC=C1)CC1=CC=C(C=C1)F (N-cyano-N'-[7-[N-[2-[N-(4-fluorobenzyl)-N-(2-pyridyl)amino]ethyl]-N-methylamino]heptyl]-N"-[3-[3-(piperidinomethyl)phenoxy]propyl]guanidine). Reaction SMILES: [F:1][C:2]1[CH:27]=[CH:26][C:5]([CH2:6][N:7]([CH2:14][CH2:15][N:16]([CH3:25])[CH2:17][CH2:18][CH2:19][CH2:20][CH2:21][CH2:22][CH2:23][NH2:24])[C:8]2[CH:13]=[CH:12][CH:11]=[CH:10][N:9]=2)=[CH:4][CH:3]=1.[C:28]([NH:30][C:31](=[N:39][CH2:40][CH2:41][CH2:42][O:43][C:44]1[CH:49]=[CH:48][CH:47]=[C:46]([CH2:50][N:51]2[CH2:56][CH2:55][CH2:54][CH2:53][CH2:52]2)[CH:45]=1)OC1C=CC=CC=1)#[N:29]>>[C:28]([NH:30][C:31]([NH:24][CH2:23][CH2:22][CH2:21][CH2:20][CH2:19][CH2:18][CH2:17][N:16]([CH2:15][CH2:14][N:7]([CH2:6][C:5]1[CH:26]=[CH:27][C:2]([F:1])=[CH:3][CH:4]=1)[C:8]1[CH:13]=[CH:12][CH:11]=[CH:10][N:9]=1)[CH3:25])=[N:39][CH2:40][CH2:41][CH2:42][O:43][C:44]1[CH:49]=[CH:48][CH:47]=[C:46]([CH2:50][N:51]2[CH2:52][CH2:53][CH2:54][CH2:55][CH2:56]2)[CH:45]=1)#[N:29]. Procedure: Preparation is effected analogously to Example 1, using 0.48 g (1.3 mmol) of N-[2-[N-(4-fluorobenzyl)-N-(2-pyridyl)amino]ethyl]-N-methyl-1,7-heptanediamine and the equimolar amount of N-cyano-O-phenyl-N'-[3-[3-(piperidinomethyl)phenoxy]propyl]isourea as starting materials. Chromatographic working-up analogously to Example 1 yields the purified title compound in the form of a viscous oil; MS (+FAB method): m/z (rel. int. [%])=671 ([M+H]+, 3), 229 (100); IR (KBr): 2164 cm-1 (C≡N). For further anal...